Dataset: the Open Reaction Database (ORD), a public repository of structured organic reaction records. Task: describe an organic reaction: reactants, conditions, products, and yield The reactants are BrC1=C(N=C(O1)COC=1C(=C(C(=O)N)C(=CC1)F)F)C1=CC=C(C=C1)OC (3-[5-Bromo-4-(4-methoxy-phenyl)-oxazol-2-ylmethoxy]-2,6-difluoro-benzamide), [OH-].[Na+] (NaOH), O (water). Reagents/catalysts: [Zn] (Zn). Run in C(C)(=O)O (acetic acid). Reaction conditions: temperature 120 celsius. Yields the product FC1=C(C(=O)N)C(=CC=C1OCC=1OC=C(N1)C1=CC=C(C=C1)OC)F (2,6-Difluoro-3-[4-(4-methoxy-phenyl)-oxazol-2-ylmethoxy]-benzamide). The yield is 42.7%. Reaction SMILES: Br[C:2]1[O:6][C:5]([CH2:7][O:8][C:9]2[C:10]([F:19])=[C:11]([C:15]([F:18])=[CH:16][CH:17]=2)[C:12]([NH2:14])=[O:13])=[N:4][C:3]=1[C:20]1[CH:25]=[CH:24][C:23]([O:26][CH3:27])=[CH:22][CH:21]=1.O.[OH-].[Na+]>C(O)(=O)C.[Zn]>[F:19][C:10]1[C:9]([O:8][CH2:7][C:5]2[O:6][CH:2]=[C:3]([C:20]3[CH:25]=[CH:24][C:23]([O:26][CH3:27])=[CH:22][CH:21]=3)[N:4]=2)=[CH:17][CH:16]=[C:15]([F:18])[C:11]=1[C:12]([NH2:14])=[O:13] |f:2.3|. Procedure: To a solution of 3-[5-Bromo-4-(4-methoxy-phenyl)-oxazol-2-ylmethoxy]-2,6-difluoro-benzamide (0.06 g, 0.13 mmol) in the 5 ml of acetic acid was added 50 mg of Zn dust. Reaction mixture was heated at 120° C. for 1 h. After the completion of the reaction mixture (TLC monitoring), water (25 mL) was added and pH was adjusted to 8-9 with NaOH solution and extracted with ethyl acetate (3×50 mL). The combined organics was washed with water, brine, dried (Na2SO4), filtered and concentrated to get the des... Yields the product CCCCNc1nc(N)c2nc(OC)n(CC3CCCOC3)c2n1. As a reaction SMILES: [Br:31][CH2:32][CH:33]1[CH2:34][O:35][CH2:36][CH2:37][CH2:38]1.[C:25](=[O:26])([O-:27])[O-:28].[CH2:8]([CH2:9][CH2:10][CH3:11])[NH:12][c:13]1[n:14][c:15]([NH2:24])[c:16]2[n:17][c:18]([O:22][CH3:23])[nH:19][c:20]2[n:21]1.[CH3:39][N:40]([CH3:41])[CH:42]=[O:43].[CH3:44][CH2:45][O:46][C:47](=[O:48])[CH3:49].[F:1][C:2]([F:3])([F:4])[C:5]([OH:6])=[O:7].[K+:29].[K+:30]>>[CH2:8]([CH2:9][CH2:10][CH3:11])[NH:12][c:13]1[n:14][c:15]([NH2:24])[c:16]2[n:17][c:18]([O:22][CH3:23])[n:19]([CH2:32][CH:33]3[CH2:34][O:35][CH2:36][CH2:37][CH2:38]3)[c:20]2[n:21]1. Reactants: BrCC1CCCOC1, O=C([O-])[O-], CCCCNc1nc(N)c2nc(OC)[nH]c2n1, CN(C)C=O, CCOC(C)=O, O=C(O)C(F)(F)F, [K+], [K+]. Reactants: ClC(=O)OCC1=CC=CC=C1 (Benzyl chloroformate), N[C@H](C(=O)O)CCCC(=O)O ((2S)-2-aminoadipic acid), C([O-])([O-])=O.[Na+].[Na+] (sodium carbonate). Reaction conditions: temperature 5 celsius, time 16 hour. Yields the product C(C1=CC=CC=C1)OC(=O)N[C@H](C(=O)O)CCCC(=O)O ((2S)-2-benzyloxycarbonylaminoadipic acid). Yield: 98.2%. Reaction SMILES: Cl[C:2]([O:4][CH2:5][C:6]1[CH:11]=[CH:10][CH:9]=[CH:8][CH:7]=1)=[O:3].[NH2:12][C@@H:13]([CH2:17][CH2:18][CH2:19][C:20]([OH:22])=[O:21])[C:14]([OH:16])=[O:15].C(=O)([O-])[O-].[Na+].[Na+]>>[CH2:5]([O:4][C:2]([NH:12][C@@H:13]([CH2:17][CH2:18][CH2:19][C:20]([OH:22])=[O:21])[C:14]([OH:16])=[O:15])=[O:3])[C:6]1[CH:11]=[CH:10][CH:9]=[CH:8][CH:7]=1 |f:2.3.4|. Procedure details: Benzyl chloroformate (15.5 g) was added dropwise to a stirred mixture of (2S)-2-aminoadipic acid (12 g) and sodium carbonate (39.4 g) which had been cooled to 5° C. The mixture was stirred at ambient temperature for 16 hours. The mixture was washed with diethyl ether. The aqueous phase was acidified to pH1 by the addition of dilute aqueous hydrochloric acid and extracted with ethyl acetate. The organic phase was dried (MgSO4) and evaporated to give (2S)-2-benzyloxycarbonylaminoadipic acid (21.6 ... The reactants are [OH-].[Na+] (sodium hydroxide), OO (hydrogen peroxide), [Cl-].[NH4+] (ammonium chloride), C(C=C)C1=COC2=C1C=CC=C2OC (3-(2-propenyl)-7-methoxybenzofuran), CSC.B (Borane dimethylsulfide). The solvent is C(C)O (ethanol), O1CCCC1 (tetrahydrofuran). Conditions: temperature 0 celsius, time 2 hour. Product: OCCCC1=COC2=C1C=CC=C2OC (3-(3-hydroxypropyl)-7-methoxybenzofuran). Isolated yield 59.0%. As a reaction SMILES: [CH2:1]([C:4]1[C:8]2[CH:9]=[CH:10][CH:11]=[C:12]([O:13][CH3:14])[C:7]=2[O:6][CH:5]=1)[CH:2]=[CH2:3].CSC.B.[OH-:19].[Na+].OO.[Cl-].[NH4+]>O1CCCC1.C(O)C>[OH:19][CH2:3][CH2:2][CH2:1][C:4]1[C:8]2[CH:9]=[CH:10][CH:11]=[C:12]([O:13][CH3:14])[C:7]=2[O:6][CH:5]=1 |f:1.2,3.4,6.7|. Procedure details: 3-(2-propenyl)-7-methoxybenzofuran (2.19 g) was dissolved in anhydrous tetrahydrofuran (25 ml) under argon atmosphere and the solution was cooled to 0° C. Borane dimethylsulfide complex (2M solution in THF, 6.1 ml) was added and the solution was stirred at room temperature for 2 hours. The reaction solution was cooled to 0° C. and ethanol (20 ml), 3N aqueous sodium hydroxide solution (1.3 ml) and 30% hydrogen peroxide solution (1.5 ml) were added. After stirring the reaction solution at room tem... Starting materials: CN1C(CN(CC1)C1=CC=CC=C1)CN (1-methyl-4-phenyl-2-piperazinemethanamine), CS(=O)(=O)NC1=CC=C(C(=O)Cl)C=C1 (4-[(methylsulfonyl)amino]benzoyl chloride). The product is CN1C(CN(CC1)C1=CC=CC=C1)CNC(C1=CC=C(C=C1)NS(=O)(=O)C)=O (N-[(1-Methyl-4-phenylpiperazin-2-yl)methyl]-4-[(methylsulfonyl)amino]benzamide). RXN SMILES: [CH3:1][N:2]1[CH2:7][CH2:6][N:5]([C:8]2[CH:13]=[CH:12][CH:11]=[CH:10][CH:9]=2)[CH2:4][CH:3]1[CH2:14][NH2:15].[CH3:16][S:17]([NH:20][C:21]1[CH:29]=[CH:28][C:24]([C:25](Cl)=[O:26])=[CH:23][CH:22]=1)(=[O:19])=[O:18]>>[CH3:1][N:2]1[CH2:7][CH2:6][N:5]([C:8]2[CH:13]=[CH:12][CH:11]=[CH:10][CH:9]=2)[CH2:4][CH:3]1[CH2:14][NH:15][C:25](=[O:26])[C:24]1[CH:28]=[CH:29][C:21]([NH:20][S:17]([CH3:16])(=[O:19])=[O:18])=[CH:22][CH:23]=1. Procedure details: In a manner similar to preparation 3, react 1-methyl-4-phenyl-2-piperazinemethanamine with 4-[(methylsulfonyl)amino]benzoyl chloride to obtain the title compound.